From a dataset of the Open Reaction Database (ORD), a public repository of structured organic reaction records. describe an organic reaction: reactants, conditions, products, and yield Starting materials: ClC1=NC(=CC(=N1)NCCOC)COCC(F)(F)F (2-Chloro-N-(2-methoxyethyl)-6-((2,2,2-trifluoroethoxy)methyl)pyrimidin-4-amine), COC=1C=C(N)C=CC1N1C=NC(=C1)C (3-methoxy-4-(4-methyl-1H-imidazol-1-yl)aniline), C([O-])([O-])=O.[Cs+].[Cs+] (cesium carbonate), C1(CCCCC1)P(C1=C(C=CC=C1)C1=CC=CC=C1)C1CCCCC1 (2-(dicyclohexylphosphino)-biphenyl). Reagents/catalysts: C(C)(=O)[O-].[Pd+2].C(C)(=O)[O-] (palladium(II) acetate). Run in O1CCOCC1 (dioxane). Run at temperature 120 celsius. Product: COC=1C=C(C=CC1N1C=NC(=C1)C)NC1=NC(=CC(=N1)NCCOC)COCC(F)(F)F (N2-(3-Methoxy-4-(4-methyl-1H-imidazol-1-yl)phenyl)-N4-(2-methoxyethyl)-6-((2,2,2-trifluoroethoxy)methyl)pyrimidine-2,4-diamine). Reaction SMILES: Cl[C:2]1[N:7]=[C:6]([NH:8][CH2:9][CH2:10][O:11][CH3:12])[CH:5]=[C:4]([CH2:13][O:14][CH2:15][C:16]([F:19])([F:18])[F:17])[N:3]=1.[CH3:20][O:21][C:22]1[CH:23]=[C:24]([CH:26]=[CH:27][C:28]=1[N:29]1[CH:33]=[C:32]([CH3:34])[N:31]=[CH:30]1)[NH2:25].C(=O)([O-])[O-].[Cs+].[Cs+].C1(P(C2CCCCC2)C2C=CC=CC=2C2C=CC=CC=2)CCCCC1>C([O-])(=O)C.[Pd+2].C([O-])(=O)C.O1CCOCC1>[CH3:20][O:21][C:22]1[CH:23]=[C:24]([NH:25][C:2]2[N:7]=[C:6]([NH:8][CH2:9][CH2:10][O:11][CH3:12])[CH:5]=[C:4]([CH2:13][O:14][CH2:15][C:16]([F:19])([F:18])[F:17])[N:3]=2)[CH:26]=[CH:27][C:28]=1[N:29]1[CH:33]=[C:32]([CH3:34])[N:31]=[CH:30]1 |f:2.3.4,6.7.8|. Reported procedure: 2-Chloro-N-(2-methoxyethyl)-6-((2,2,2-trifluoroethoxy)methyl)pyrimidin-4-amine (43 mg, 0.14 mmol), 3-methoxy-4-(4-methyl-1H-imidazol-1-yl)aniline (58 mg, 0.29 mmol), cesium carbonate (94 mg, 0.29 mmol), palladium(II) acetate (5 mg, 0.02 mmol), 2-(dicyclohexylphosphino)-biphenyl (8 mg, 0.02 mmol) and dioxane (2 mL) were mixed in a vial and kept under an atmosphere of nitrogen. The mixture was heated in a microwave reactor at 120° C. for 90 min. The reaction mixture was filtered through at pad of ... Reactants: CC1(OC[C@@H](O1)CCOC=1C=C2C=C(N(C2=CC1)C(=O)OCCC(C)(C)C)C(=O)[O-])C (1-(1,1-dimethylethyl)2-ethyl 5-({2-[(4S)-2,2-dimethyl-1,3-dioxolan-4-yl]ethyl}oxy)-1H-indole-1,2-dicarboxylate), [Li+].[OH-] (LiOH), CO (MeOH), C1CCOC1 (THF). The product is CC1(OC[C@@H](O1)CCOC=1C=C2C=C(N(C2=CC1)C(=O)OC(C)(C)C)C(=O)O)C (5-({2-[(4S)-2,2-dimethyl-1,3-dioxolan-4-yl]ethyl}oxy)-1-{[(1,1-dimethylethyl)oxy]carbonyl}-1H-indole-2-carboxylic acid). Reaction SMILES: [CH3:1][C:2]1([CH3:31])[O:6][C@@H:5]([CH2:7][CH2:8][O:9][C:10]2[CH:11]=[C:12]3[C:16](=[CH:17][CH:18]=2)[N:15]([C:19]([O:21]CCC(C)(C)C)=[O:20])[C:14]([C:28]([O-:30])=[O:29])=[CH:13]3)[CH2:4][O:3]1.[Li+].[OH-].[CH2:34]1[CH2:38]OC[CH2:35]1.[CH3:39]O>>[CH3:31][C:2]1([CH3:1])[O:6][C@@H:5]([CH2:7][CH2:8][O:9][C:10]2[CH:11]=[C:12]3[C:16](=[CH:17][CH:18]=2)[N:15]([C:19]([O:21][C:34]([CH3:35])([CH3:38])[CH3:39])=[O:20])[C:14]([C:28]([OH:30])=[O:29])=[CH:13]3)[CH2:4][O:3]1 |f:1.2|. Reported procedure: To a solution of 1-(1,1-dimethylethyl)2-ethyl 5-({2-[(4S)-2,2-dimethyl-1,3-dioxolan-4-yl]ethyl}oxy)-1H-indole-1,2-dicarboxylate (167 mg, 0.385 mmol) in MeOH (2 mL) was added 1N LiOH (0.58 mL). A precipitate appeared and THF (2 mL) was added. The solution was stirred until TLC showed the starting material had been consumed. The reaction mixture was quenched with 1N HCl (0.58 mL) and the solvent evaporated. The residue was dissolved in EtOAc and extracted with 1N NaOH. The aqueous layer was acidif...